describe an organic reaction: reactants, conditions, products, and yield From a dataset of the Open Reaction Database (ORD), a public repository of structured organic reaction records. Starting materials: Cl.Cl.C1(=CC=CC2=CC=CC=C12)C(CN)NC (1-(1-naphthyl)-1-methylamino-2-aminoethane, dihydrochloride), COC(=O)NC(SC)=NC(=O)OC (1,3-bis(methoxycarbonyl)-S-methylisothiourea), O (water), C([O-])(O)=O.[Na+] (sodium bicarbonate). The solvent is C(Cl)(Cl)Cl (chloroform), C(C)(C)O (isopropanol). Yields the product CN1C(=NCC1C1=CC=CC2=CC=CC=C12)NC(=O)OC (1-methyl-4,5-dihydro-2-(methoxycarbonylamino)-5-(1-naphthyl)-imidazole). Isolated yield 92.7%. Reaction SMILES: Cl.Cl.[C:3]1([CH:13]([NH:16][CH3:17])[CH2:14][NH2:15])[C:12]2[C:7](=[CH:8][CH:9]=[CH:10][CH:11]=2)[CH:6]=[CH:5][CH:4]=1.O.C(=O)(O)[O-].[Na+].[CH3:24][O:25][C:26]([NH:28][C:29](=NC(OC)=O)SC)=[O:27]>C(Cl)(Cl)Cl.C(O)(C)C>[CH3:17][N:16]1[CH:13]([C:3]2[C:12]3[C:7](=[CH:8][CH:9]=[CH:10][CH:11]=3)[CH:6]=[CH:5][CH:4]=2)[CH2:14][N:15]=[C:29]1[NH:28][C:26]([O:25][CH3:24])=[O:27] |f:0.1.2,4.5|. Reported procedure: Six grams of 1-(1-naphthyl)-1-methylamino-2-aminoethane, dihydrochloride, prepared in Part A, are stirred into 25 ml of water. Thereafter 35 ml of saturated sodium bicarbonate are added and stirred for several minutes. Then 160 ml of isopropanol followed by 4.16 g of 1,3-bis(methoxycarbonyl)-S-methylisothiourea dissolved in 120 ml of chloroform are added to the mixture. The resulting mixture is stirred under nitrogen for 7 days. The organic solvents are removed in a rotary evaporator and 10% aqu... Reactants: CN1C(=O)CCC2(C)c3ccc(Br)cc3CCC12, Cc1ccccc1, ClC(Cl)Cl, [Na+], [Na+], O=C([O-])[O-], [Pd], c1ccc(P(c2ccccc2)c2ccccc2)cc1, c1ccc(P(c2ccccc2)c2ccccc2)cc1, c1ccc(P(c2ccccc2)c2ccccc2)cc1, c1ccc(P(c2ccccc2)c2ccccc2)cc1, OB(O)c1cc2ccccc2s1. Yields the product CN1C(=O)CCC2(C)c3ccc(-c4cc5ccccc5s4)cc3CCC12. Reaction SMILES: [CH3:1][N:2]1[C:3](=[O:18])[CH2:4][CH2:5][C:6]2([CH3:17])[c:7]3[c:8]([cH:12][c:13]([Br:16])[cH:14][cH:15]3)[CH2:9][CH2:10][CH:11]12.[CH3:37][c:38]1[cH:39][cH:40][cH:41][cH:42][cH:43]1.[CH:44]([Cl:45])([Cl:46])[Cl:47].[Na+:31].[Na+:32].[O-:33][C:34](=[O:35])[O-:36].[Pd:48].[c:106]1([P:107]([c:108]2[cH:109][cH:110][cH:111][cH:112][cH:113]2)[c:114]2[cH:115][cH:116][cH:117][cH:118][cH:119]2)[cH:120][cH:121][cH:122][cH:123][cH:124]1.[c:49]1([P:50]([c:51]2[cH:52][cH:53][cH:54][cH:55][cH:56]2)[c:57]2[cH:58][cH:59][cH:60][cH:61][cH:62]2)[cH:63][cH:64][cH:65][cH:66][cH:67]1.[c:68]1([P:69]([c:70]2[cH:71][cH:72][cH:73][cH:74][cH:75]2)[c:76]2[cH:77][cH:78][cH:79][cH:80][cH:81]2)[cH:82][cH:83][cH:84][cH:85][cH:86]1.[c:87]1([P:88]([c:89]2[cH:90][cH:91][cH:92][cH:93][cH:94]2)[c:95]2[cH:96][cH:97][cH:98][cH:99][cH:100]2)[cH:101][cH:102][cH:103][cH:104][cH:105]1.[s:19]1[c:20]([B:28]([OH:29])[OH:30])[cH:21][c:22]2[c:23]1[cH:24][cH:25][cH:26][cH:27]2>>[CH3:1][N:2]1[C:3](=[O:18])[CH2:4][CH2:5][C:6]2([CH3:17])[c:7]3[c:8]([cH:12][c:13](-[c:20]4[s:19][c:23]5[c:22]([cH:21]4)[cH:27][cH:26][cH:25][cH:24]5)[cH:14][cH:15]3)[CH2:9][CH2:10][CH:11]12. The reactants are C(C)(=O)C1=CC(=CS1)C=1C=C2C(=CNC2=C(C1)C(=O)N)C1CCN(CC1)S(=O)(=O)CC (5-(5-acetyl-3-thienyl)-3-[1-(ethylsulfonyl)-4-piperidinyl]-1H-indole-7-carboxamide), C(#N)[BH3-].[Na+] (sodium cyanoborohydride), N1CCCC1 (pyrrolidine). The product is C(C)S(=O)(=O)N1CCC(CC1)C1=CNC2=C(C=C(C=C12)C1=CSC(=C1)[C@@H](C)N1CCCC1)C(=O)N (3-[1-(ethylsulfonyl)-4-piperidinyl]-5-{5-[(1R)-1-(1-pyrrolidinyl)ethyl]-3-thienyl}-1H-indole-7-carboxamide). Reaction SMILES: [C:1]([C:4]1[S:8][CH:7]=[C:6]([C:9]2[CH:10]=[C:11]3[C:15](=[C:16]([C:18]([NH2:20])=[O:19])[CH:17]=2)[NH:14][CH:13]=[C:12]3[CH:21]2[CH2:26][CH2:25][N:24]([S:27]([CH2:30][CH3:31])(=[O:29])=[O:28])[CH2:23][CH2:22]2)[CH:5]=1)(=O)[CH3:2].C([BH3-])#N.[Na+].[NH:36]1[CH2:40][CH2:39][CH2:38][CH2:37]1>>[CH2:30]([S:27]([N:24]1[CH2:23][CH2:22][CH:21]([C:12]2[C:11]3[C:15](=[C:16]([C:18]([NH2:20])=[O:19])[CH:17]=[C:9]([C:6]4[CH:5]=[C:4]([C@H:1]([N:36]5[CH2:40][CH2:39][CH2:38][CH2:37]5)[CH3:2])[S:8][CH:7]=4)[CH:10]=3)[NH:14][CH:13]=2)[CH2:26][CH2:25]1)(=[O:29])=[O:28])[CH3:31] |f:1.2|. Procedure: To 5-(5-acetyl-3-thienyl)-3-[1-(ethylsulfonyl)-4-piperidinyl]-1H-indole-7-carboxamide (10 mg, 0.02 mmol) was added sodium cyanoborohydride (7.5 mg, 0.12 mmol) and pyrrolidine (0.03 mL, 0.30 mmol). The resulting mixture was reacted in a microwave for 40 min at 150° C. All the solvent was evaporated and the crude product was partitioned between ethyl acetate (1.5 mL) and 1 M sodium hydroxide (0.2 mL). The reaction was purified by SFC to give the title compound as 100% chirally pure. Reactants: Cl.NO (Hydroxylamine hydrochloride), O=C(C(=O)OC)C1=CC=C(C=C1)C(C)C (methyl 2-oxo-2-(4-isopropyl-phenyl)acetate), methyl 4-isopropylphenyl acetate. Run in CO (methanol). Run at time 8 hour. The product is ON=C(C(=O)OC)C1=CC=C(C=C1)C(C)C (Methyl 2-hydroxyimino-2-(4isopropylphenyl)acetate). RXN SMILES: Cl.[NH2:2][OH:3].O=[C:5]([C:10]1[CH:15]=[CH:14][C:13]([CH:16]([CH3:18])[CH3:17])=[CH:12][CH:11]=1)[C:6]([O:8][CH3:9])=[O:7]>CO>[OH:3][N:2]=[C:5]([C:10]1[CH:15]=[CH:14][C:13]([CH:16]([CH3:18])[CH3:17])=[CH:12][CH:11]=1)[C:6]([O:8][CH3:9])=[O:7] |f:0.1|. Procedure details: Hydroxylamine hydrochloride (0.87 g) was added to a stirred solution of the previously obtained mixture of methyl 2-oxo-2-(4-isopropyl-phenyl)acetate and methyl 4-isopropylphenyl acetate (1.29 g) in methanol (20 ml). When the solid had dissolved the mixture was left overnight. The solvent was evaporated and the residue partitioned between ethyl acetate and water, the organic phase was washed with water and brine, dried over magnesium sulphate and evaporated. The product (307 mg) was obtained by ...